This data is from the Open Reaction Database (ORD), a public repository of structured organic reaction records. The task is: describe an organic reaction: reactants, conditions, products, and yield The reactants are C(C1=CC=CC=C1)OC=1C(C(=CN2C1C(N(CC2)CC2=CC(=CC=C2)Cl)=O)C(C(CC)(C)C)=O)=O (9-Benzyloxy-2-(3-chlorobenzyl)-7-(2,2-dimethylbutyryl)-3,4-dihydro-2H-pyrido[1,2-a]pyrazine-1,8-dione). Solvent: FC(C(=O)O)(F)F (trifluoroacetic acid). Run at time 30 minute. Product: ClC=1C=C(CN2C(C=3N(CC2)C=C(C(C3O)=O)C(C(CC)(C)C)=O)=O)C=CC1 (2-(3-chlorobenzyl)-7-(2,2-dimethylbutyryl)-9-hydroxy-3,4-dihydro-2H-pyrido[1,2-a]pyrazine-1,8-dione). The yield is 71.2%. RXN SMILES: C([O:8][C:9]1[C:10](=[O:35])[C:11]([C:28](=[O:34])[C:29]([CH3:33])([CH3:32])[CH2:30][CH3:31])=[CH:12][N:13]2[CH2:18][CH2:17][N:16]([CH2:19][C:20]3[CH:25]=[CH:24][CH:23]=[C:22]([Cl:26])[CH:21]=3)[C:15](=[O:27])[C:14]=12)C1C=CC=CC=1>FC(F)(F)C(O)=O>[Cl:26][C:22]1[CH:21]=[C:20]([CH:25]=[CH:24][CH:23]=1)[CH2:19][N:16]1[CH2:17][CH2:18][N:13]2[CH:12]=[C:11]([C:28](=[O:34])[C:29]([CH3:32])([CH3:33])[CH2:30][CH3:31])[C:10](=[O:35])[C:9]([OH:8])=[C:14]2[C:15]1=[O:27]. Procedure: 9-Benzyloxy-2-(3-chlorobenzyl)-7-(2,2-dimethylbutyryl)-3,4-dihydro-2H-pyrido[1,2-a]pyrazine-1,8-dione (55 mg) was dissolved in trifluoroacetic acid (0.5 ml) and the mixture was stirred at room temperature for 30 min. The solvent was evaporated and toluene was added, and the mixture was concentrated, which operations were performed twice. Crystallization from chloroform-diisopropyl ether gave 2-(3-chlorobenzyl)-7-(2,2-dimethylbutyryl)-9-hydroxy-3,4-dihydro-2H-pyrido[1,2-a]pyrazine-1,8-dione (32 m... Reactants: BrC1=C(N=C2N1N=C(C=C2)OC)C=2C=CC(=C(C2)NC(C(C)(C)C)=O)C (N-(5-(3-bromo-6-methoxyimidazo[1,2-b]pyridazin-2-yl)-2-methylphenyl)pivalamide), CB(O)O (methylboronic acid), P(=O)([O-])([O-])[O-].[K+].[K+].[K+] (tripotassium phosphate), C1(CCCCC1)P(C1=C(C=CC=C1)C1=C(C=CC=C1OC)OC)C1CCCCC1 (2-dicyclohexylphosphino-2′,6′-dimethoxybiphenyl). Reagents/catalysts: CC(=O)[O-].CC(=O)[O-].[Pd+2] (Pd(OAc)2). The solvent is C1(=CC=CC=C1)C (toluene), O (water). Conditions: temperature 100 celsius. Product: COC=1C=CC=2N(N1)C(=C(N2)C=2C=CC(=C(C2)NC(C(C)(C)C)=O)C)C (N-(5-(6-methoxy-3-methylimidazo[1,2-b]pyridazin-2-yl)-2-methylphenyl)pivalamide). The yield is 5.7%. RXN SMILES: Br[C:2]1[N:6]2[N:7]=[C:8]([O:11][CH3:12])[CH:9]=[CH:10][C:5]2=[N:4][C:3]=1[C:13]1[CH:14]=[CH:15][C:16]([CH3:26])=[C:17]([NH:19][C:20](=[O:25])[C:21]([CH3:24])([CH3:23])[CH3:22])[CH:18]=1.[CH3:27]B(O)O.P([O-])([O-])([O-])=O.[K+].[K+].[K+].C1(P(C2CCCCC2)C2C=CC=CC=2C2C(OC)=CC=CC=2OC)CCCCC1>C1(C)C=CC=CC=1.O.CC([O-])=O.CC([O-])=O.[Pd+2]>[CH3:12][O:11][C:8]1[CH:9]=[CH:10][C:5]2[N:6]([C:2]([CH3:27])=[C:3]([C:13]3[CH:14]=[CH:15][C:16]([CH3:26])=[C:17]([NH:19][C:20](=[O:25])[C:21]([CH3:24])([CH3:23])[CH3:22])[CH:18]=3)[N:4]=2)[N:7]=1 |f:2.3.4.5,9.10.11|. Procedure: To a mixture of N-(5-(3-bromo-6-methoxyimidazo[1,2-b]pyridazin-2-yl)-2-methylphenyl)pivalamide (0.050 g, 0.119 mmol), methylboronic acid (0.357 mmol), tripotassium phosphate (0.714 mmol), 2-dicyclohexylphosphino-2′,6′-dimethoxybiphenyl (0.0238 mmol) in toluene (4 mL) and water (0.4 mL) that has been degassed with N2 (5 minutes) is added Pd(OAc)2 (0.0119 mmol). The reaction mixture is heated at 100° C. for 14 hours, then cooled and concentrated to dryness. The crude product is purified via chroma... Starting materials: O=C1CCCC(=O)O1, CC(=O)c1ccccc1N, c1ccccc1. Yields the product CC(=O)c1ccccc1NC(=O)CCCC(=O)O. Reaction SMILES: [C:11]1(=[O:18])[CH2:12][CH2:13][CH2:14][C:15](=[O:16])[O:17]1.[NH2:1][c:2]1[c:3]([C:8]([CH3:9])=[O:10])[cH:4][cH:5][cH:6][cH:7]1.[cH:19]1[cH:20][cH:21][cH:22][cH:23][cH:24]1>>[NH:1]([c:2]1[c:3]([C:8]([CH3:9])=[O:10])[cH:4][cH:5][cH:6][cH:7]1)[C:11]([CH2:12][CH2:13][CH2:14][C:15](=[O:16])[OH:17])=[O:18]. The reactants are C(CCCC)[C@@H]1CC[C@H](CC1)CCC1=C(C=C(C=C1)OC)F (2-(trans-4-pentylcyclohexyl)-1-(2-fluoro-4-methoxyphenyl)-ethane), C(CCCC)[C@@H]1CC[C@H](CC1)CCC1=C(C=C(C=C1)OC)F (2-(trans-4-pentylcyclohexyl)-1-(2-fluoro-4-methoxyphenyl)-ethane), B(Br)(Br)Br (boron tribromide). Run in ClCCl (dichloromethane), ClCCl (dichloromethane). Run at time 1 hour. Product: FC=1C=C(C=CC1CC[C@@H]1CC[C@H](CC1)CCCCC)O (3-fluoro-4-[2-(trans-4-pentylcyclohexyl)-1-ethyl]-phenol). Yield: 98.9%. As a reaction SMILES: [CH2:1]([C@H:6]1[CH2:11][CH2:10][C@H:9]([CH2:12][CH2:13][C:14]2[CH:19]=[CH:18][C:17]([O:20]C)=[CH:16][C:15]=2[F:22])[CH2:8][CH2:7]1)[CH2:2][CH2:3][CH2:4][CH3:5].B(Br)(Br)Br>ClCCl>[F:22][C:15]1[CH:16]=[C:17]([OH:20])[CH:18]=[CH:19][C:14]=1[CH2:13][CH2:12][C@H:9]1[CH2:10][CH2:11][C@H:6]([CH2:1][CH2:2][CH2:3][CH2:4][CH3:5])[CH2:7][CH2:8]1. Procedure: A solution of the 2-(trans-4-pentylcyclohexyl)-1-(2-fluoro-4-methoxyphenyl)-ethane (9.0 g, 0.0294 mol) obtained according to section (c) in absolute dichloromethane (100 ml) was added dropwise to a solution of boron tribromide (11.0 g, 0.0441 mol) and absolute dichloromethane (100 ml) under virtually anhydrous conditions at 0° C. The mixture thus formed was stirred for 1 hour and then poured onto ice water. The organic phase was separated off, and the aqueous phase was extracted again with dichl... Isolated yield 74.6%. The reactants are O (water), Cl (HCl), NC1=CC(=C(C(=C1C#N)C1=NC=CC=C1)OC)OC (6-amino-3,4-dimethoxy-2-(2-pyridyl)benzonitrile), C(#N)N1CC2=CC=CC(=C2CC1)NS(=O)(=O)C (N-(2-cyano-1,2,3,4-tetrahydro-5-isoquinolyl)methanesulfonamide), sodium t-pentoxide. Procedure: To a stirred solution of 6-amino-3,4-dimethoxy-2-(2-pyridyl)benzonitrile (see Example 2 or 2A, 7 g, 27 mmol) and N-(2-cyano-1,2,3,4-tetrahydro-5-isoquinolyl)methanesulfonamide (see Example 3 or 3A, 9 g, 36 mmol) in DMSO (21 ml) at room temperature, was added sodium-t-pentoxide (9.5 g, 92 mmol) portionwise over 20 minutes keeping the temperature below 30° C. The resulting slurry was then stirred for 2 hours. After this time, iced water (35 ml) was added over 1 minute followed by ethyl acetate (35... Product: NC1=NC(=NC2=CC(=C(C(=C12)C1=NC=CC=C1)OC)OC)N1CC2=CC=CC(=C2CC1)NS(=O)(=O)C (4-amino-2-(5-methanesulfonamido-1,2,3,4-tetrahydro-2-isoquinolyl)-6,7-dimethoxy-5-(2-pyridyl)quinazoline). As a reaction SMILES: [NH2:1][C:2]1[C:7]([C:8]#[N:9])=[C:6]([C:10]2[CH:15]=[CH:14][CH:13]=[CH:12][N:11]=2)[C:5]([O:16][CH3:17])=[C:4]([O:18][CH3:19])[CH:3]=1.[C:20]([N:22]1[CH2:31][CH2:30][C:29]2[C:24](=[CH:25][CH:26]=[CH:27][C:28]=2[NH:32][S:33]([CH3:36])(=[O:35])=[O:34])[CH2:23]1)#[N:21].O.Cl>CS(C)=O.C(OCC)(=O)C>[NH2:9][C:8]1[C:7]2[C:2](=[CH:3][C:4]([O:18][CH3:19])=[C:5]([O:16][CH3:17])[C:6]=2[C:10]2[CH:15]=[CH:14][CH:13]=[CH:12][N:11]=2)[N:1]=[C:20]([N:22]2[CH2:31][CH2:30][C:29]3[C:24](=[CH:25][CH:26]=[CH:27][C:28]=3[NH:32][S:33]([CH3:36])(=[O:35])=[O:34])[CH2:23]2)[N:21]=1. Run at time 2 hour. Solvent: C(C)(=O)OCC (ethyl acetate), CS(=O)C (DMSO). Reactants: C(C1=CC=CC=C1)(C1=CC=CC=C1)(C1=CC=CC=C1)Cl (trityl chloride), NC=1SC=C(N1)C(C(=O)OCC)=NOCC (ethyl 2-(2-amino-4-thiazolyl)-2-ethoxyiminoacetate), CN(C=O)C (dimethylformamide), Cl (hydrochloric acid). The solvent is C(C)N(CC)CC (triethylamine), C(Cl)Cl (methylene chloride). Reaction conditions: temperature -15 celsius, time 30 minute. Product: C(C1=CC=CC=C1)(C1=CC=CC=C1)(C1=CC=CC=C1)NC=1SC=C(N1)C(C(=O)OCC)=NOCC (ethyl 2-(2-tritylamino-4-thiazolyl)-2-ethoxyiminoacetate). The yield is 125.1%. RXN SMILES: [C:1](Cl)([C:14]1[CH:19]=[CH:18][CH:17]=[CH:16][CH:15]=1)([C:8]1[CH:13]=[CH:12][CH:11]=[CH:10][CH:9]=1)[C:2]1[CH:7]=[CH:6][CH:5]=[CH:4][CH:3]=1.[NH2:21][C:22]1[S:23][CH:24]=[C:25]([C:27](=[N:33][O:34][CH2:35][CH3:36])[C:28]([O:30][CH2:31][CH3:32])=[O:29])[N:26]=1.CN(C)C=O.Cl>C(N(CC)CC)C.C(Cl)Cl>[C:1]([NH:21][C:22]1[S:23][CH:24]=[C:25]([C:27](=[N:33][O:34][CH2:35][CH3:36])[C:28]([O:30][CH2:31][CH3:32])=[O:29])[N:26]=1)([C:14]1[CH:19]=[CH:18][CH:17]=[CH:16][CH:15]=1)([C:8]1[CH:13]=[CH:12][CH:11]=[CH:10][CH:9]=1)[C:2]1[CH:7]=[CH:6][CH:5]=[CH:4][CH:3]=1. Procedure: 3.98 g of trityl chloride were slowly added under an inert atmosphere to a mixture of 3.16 g of the product of Step A, 6 ml of dimethylformamide, 12 ml of methylene chloride and 1.89 ml of triethylamine cooled to -15° C. and the mixture stood at 10° C. for 30 minutes and then 3 hours at room temperature. 13 ml of N hydrochloric acid were added to the mixture which was stirred and decanted. The organic phase was washed with N hydrochloric acid, then with water and was extracted with methylene chl... Starting materials: CO (methanol), N1=CC=CC=C1 (pyridine), P(Cl)(Cl)(Cl)(Cl)Cl (phosphorous pentachloride), C1(=CC=CC=C1)CC(=O)NC1[C@@H]2N(C(=C(CS2)C=2OC3=C(N2)C=CC=C3)C(=S)OC(C3=CC=CC=C3)C3=CC=CC=C3)C1=O (diphenylmethyl 7-phenylacetamido-3-(benzoxazol-2-yl)thio-3-cephem-4-carboxylate). Run in C(Cl)Cl (methylene chloride), O (water). Run at temperature -15 celsius, time 1 hour. Yields the product NC1[C@@H]2N(C(=C(CS2)C=2OC3=C(N2)C=CC=C3)C(=S)OC(C3=CC=CC=C3)C3=CC=CC=C3)C1=O (Diphenylmethyl 7-amino-3-(benzoxazol-2-yl)thio-3-cephem-4-carboxylate). Isolated yield 78.0%. As a reaction SMILES: C1(CC([NH:10][CH:11]2[C:43](=[O:44])[N:13]3[C:14]([C:27]([O:29][CH:30]([C:37]4[CH:42]=[CH:41][CH:40]=[CH:39][CH:38]=4)[C:31]4[CH:36]=[CH:35][CH:34]=[CH:33][CH:32]=4)=[S:28])=[C:15]([C:18]4[O:19][C:20]5[CH:26]=[CH:25][CH:24]=[CH:23][C:21]=5[N:22]=4)[CH2:16][S:17][C@H:12]23)=O)C=CC=CC=1.N1C=CC=CC=1.P(Cl)(Cl)(Cl)(Cl)Cl.CO>C(Cl)Cl.O>[NH2:10][CH:11]1[C:43](=[O:44])[N:13]2[C:14]([C:27]([O:29][CH:30]([C:37]3[CH:38]=[CH:39][CH:40]=[CH:41][CH:42]=3)[C:31]3[CH:36]=[CH:35][CH:34]=[CH:33][CH:32]=3)=[S:28])=[C:15]([C:18]3[O:19][C:20]4[CH:26]=[CH:25][CH:24]=[CH:23][C:21]=4[N:22]=3)[CH2:16][S:17][C@H:12]12. Procedure: A 327 mg portion of diphenylmethyl 7-phenylacetamido-3-(benzoxazol-2-yl)thio-3-cephem-4-carboxylate was dissolved in 4 ml of methylene chloride and the resulting solution was cooled to -15° C. To this were added 96 μl of pyridine and 161 mg of phosphorous pentachloride, followed by 1 hour of stirring at -5° C. Next, the reaction solution was cooled down to -20° C., mixed with 1.3 ml of methanol, and then stirred for 3 hours at -5° C. The resulting solution was mixed with 4 ml of water, stirred f... Reactants: FC1=CC=C(C=C1)C(CCOC(C)=O)=O (acetic acid [3-(4-fluorophenyl)-3-oxo-propyl]ester), C(CS)S (1,2-ethanedithiol), [OH-].[Na+] (sodium hydroxide). Run in ClCCl (dichloromethane). Conditions: time 16 hour. Yields the product FC1=CC=C(C=C1)C1(SCCS1)CCOC(C)=O (acetic acid 2-[2-(4-fluorophenyl)-[1,3]dithiolan-2-yl]-ethyl ester). The yield is 66.1%. Reaction SMILES: [F:1][C:2]1[CH:7]=[CH:6][C:5]([C:8](=O)[CH2:9][CH2:10][O:11][C:12](=[O:14])[CH3:13])=[CH:4][CH:3]=1.[CH2:16]([SH:19])[CH2:17][SH:18].[OH-].[Na+]>ClCCl>[F:1][C:2]1[CH:7]=[CH:6][C:5]([C:8]2([CH2:9][CH2:10][O:11][C:12](=[O:14])[CH3:13])[S:19][CH2:16][CH2:17][S:18]2)=[CH:4][CH:3]=1 |f:2.3|. Reported procedure: To a solution of acetic acid [3-(4-fluorophenyl)-3-oxo-propyl]ester (2.0 g, 9.52 mmol) in dry dichloromethane (40 ml) are added 1,2-ethanedithiol (1.79 g, 19.0 mmol) and boron trifluoride diethyl ether complex (0.68 g, 4.76 mmol) at 0° C. The resulting reaction mixture is stirred at RT for 16 h. After completion of reaction, the mixture is neutralized with 10M aqueous sodium hydroxide and extracted with DCM (3×100 ml). The combined organic layers are washed with water (100 ml), brine (100 ml), d...